This data is from the Open Reaction Database (ORD), a public repository of structured organic reaction records. The task is: describe an organic reaction: reactants, conditions, products, and yield Reactants: C1(=CC=CC=C1)C(=C=O)C(=O)Cl (phenyl chlorocarbonyl ketene), C1(=CC=CC=C1)O (phenol), NC1[C@@H]2N(C(C(S2)(C)C)C2=NN=NN2)C1=O (6-amino-2,2-dimethyl-3-(5-tetrazolyl)penam). The solvent is C(Cl)(Cl)Cl (chloroform), C(C)N(CC)CC (triethylamine), C(Cl)(Cl)Cl (chloroform). Reaction conditions: time 20 minute. The product is O(C1=CC=CC=C1)C(=O)C(C(=O)NC1[C@@H]2N(C(C(S2)(C)C)C2=NN=NN2)C1=O)C1=CC=CC=C1 (6-(2-phenoxycarbonyl-2-phenylacetamido)-2,2-dimethyl-3-(5-tetrazolyl)penam). As a reaction SMILES: [C:1]1([C:7]([C:10](Cl)=[O:11])=[C:8]=[O:9])[CH:6]=[CH:5][CH:4]=[CH:3][CH:2]=1.[C:13]1([OH:19])[CH:18]=[CH:17][CH:16]=[CH:15][CH:14]=1.[NH2:20][CH:21]1[C:34](=[O:35])[N:23]2[CH:24]([C:29]3[NH:33][N:32]=[N:31][N:30]=3)[C:25]([CH3:28])([CH3:27])[S:26][C@H:22]12>C(Cl)(Cl)Cl.C(N(CC)CC)C>[O:19]([C:8]([CH:7]([C:1]1[CH:6]=[CH:5][CH:4]=[CH:3][CH:2]=1)[C:10]([NH:20][CH:21]1[C:34](=[O:35])[N:23]2[CH:24]([C:29]3[NH:30][N:31]=[N:32][N:33]=3)[C:25]([CH3:27])([CH3:28])[S:26][C@H:22]12)=[O:11])=[O:9])[C:13]1[CH:18]=[CH:17][CH:16]=[CH:15][CH:14]=1. Reported procedure: A stirred solution of 1.80 g. of phenyl chlorocarbonyl ketene (U.S. Pat. No. 3,679,801) in 20 ml. of chloroform is cooled to -40° C., and then 0.94 g of phenol is added. Stirring is continued at -40° C. for a further 20 minutes, and then a solution of 2.40 g. of 6-amino-2,2-dimethyl-3-(5-tetrazolyl)penam and 1.40 ml of triethylamine in 50 ml. of chloroform is added dropwise. The cooling bath is removed, and the mixture stirred for a further 30 minutes. The mixture is filtered, and the chloroform... Reactants: O=C(Cl)c1ccccc1, ClCCl, CCCC1(C(=O)OCC)CCCC1O, c1ccncc1. Product: CCCC1(C(=O)OCC)CCCC1OC(=O)c1ccccc1. As a reaction SMILES: [C:18]([c:19]1[cH:20][cH:21][cH:22][cH:23][cH:24]1)(=[O:25])[Cl:26].[CH2:15]([Cl:16])[Cl:17].[OH:1][CH:2]1[C:3]([C:7](=[O:8])[O:9][CH2:10][CH3:11])([CH2:12][CH2:13][CH3:14])[CH2:4][CH2:5][CH2:6]1.[cH:27]1[cH:28][cH:29][n:30][cH:31][cH:32]1>>[O:1]([CH:2]1[C:3]([C:7](=[O:8])[O:9][CH2:10][CH3:11])([CH2:12][CH2:13][CH3:14])[CH2:4][CH2:5][CH2:6]1)[C:18]([c:19]1[cH:20][cH:21][cH:22][cH:23][cH:24]1)=[O:25]. The reactants are C(C)C1C2=C(N(C(C3=C1N=CC=C3)=O)C)C=CC(=N2)OC (5,11-dihydro-11-ethyl-2-methoxy-5-methyl-dipyrido[3,2-b:2',3'-e]azepine-6-one), C([O-])(O)=O.[Na+] (sodium bicarbonate). The solvent is C(C)(=O)O (acetic acid), Br (HBr), C(C)(=O)O (acetic acid). Product: C(C)C1C2=C(N(C(C3=C1N=CC=C3)=O)C)C=CC(=N2)O (5,11-dihydro-11-ethyl-2-hydroxy-5-methyl-dipyrido[3,2-b:2',3'-e]azepine-6-one). Yield: 102.3%. As a reaction SMILES: [CH2:1]([CH:3]1[C:9]2[N:10]=[CH:11][CH:12]=[CH:13][C:8]=2[C:7](=[O:14])[N:6]([CH3:15])[C:5]2[CH:16]=[CH:17][C:18]([O:20]C)=[N:19][C:4]1=2)[CH3:2].C(=O)(O)[O-].[Na+]>C(O)(=O)C.Br>[CH2:1]([CH:3]1[C:9]2[N:10]=[CH:11][CH:12]=[CH:13][C:8]=2[C:7](=[O:14])[N:6]([CH3:15])[C:5]2[CH:16]=[CH:17][C:18]([OH:20])=[N:19][C:4]1=2)[CH3:2] |f:1.2|. Reported procedure: A solution of 5,11-dihydro-11-ethyl-2-methoxy-5-methyl-dipyrido[3,2-b:2',3'-e]azepine-6-one (0.181 g) in acetic acid (1 mL) and 48% HBr in acetic acid (1 mL) was heated at 110° C. for 10 minutes. The mixture was cooled, neutralized with saturated sodium bicarbonate, and extracted with chloroform. The organic phase was dried, filtered and evaporated to give 5,11-dihydro-11-ethyl-2-hydroxy-5-methyl-dipyrido[3,2-b:2',3'-e]azepine-6-one (0.176 g) which was used directly in the next reaction. Yield: 0.2%. Reactants: COC(C=1C(N)=CC=CC1)=O (anthranilic acid methyl ester), C([O-])([O-])=O.[K+].[K+] (potassium carbonate), C(CC)O (n-propanol). Yields the product 495, C(CC)OC(C=1C(N)=CC=CC1)=O (anthranilic acid-n-propyl ester). Reaction SMILES: [CH3:1][O:2][C:3](=[O:11])[C:4]1[C:5](=[CH:7][CH:8]=[CH:9][CH:10]=1)[NH2:6].C(=O)([O-])[O-].[K+].[K+].[CH2:18](O)[CH2:19]C>>[CH2:1]([O:2][C:3](=[O:11])[C:4]1[C:5](=[CH:7][CH:8]=[CH:9][CH:10]=1)[NH2:6])[CH2:18][CH3:19] |f:1.2.3|. Reported procedure: 453 parts of anthranilic acid methyl ester are reacted with 900 parts of n-propanol and 15 parts of potassium carbonate according to Example 1. The reaction lasts for about ten hours. There are obtained 495 parts of anthranilic acid-n-propyl ester (boiling point 128°-131° C. at 3-5 mm Hg; nD25 1,551; containing according to gas chromatography less than 0.2% of anthranilic acid methyl ester). The yield is 92% of the theory. The reactants are [Na+], C1CCOC1, [OH-], O, C=C(C(=O)OC)c1ccc2ncccc2c1. Yields the product C=C(C(=O)O)c1ccc2ncccc2c1. Reaction SMILES: [Na+:18].[O:19]1[CH2:20][CH2:21][CH2:22][CH2:23]1.[OH-:17].[OH2:24].[n:1]1[cH:2][cH:3][cH:4][c:5]2[cH:6][c:7]([C:11]([C:12](=[O:13])[O:14][CH3:15])=[CH2:16])[cH:8][cH:9][c:10]12>>[n:1]1[cH:2][cH:3][cH:4][c:5]2[cH:6][c:7]([C:11]([C:12](=[O:13])[OH:14])=[CH2:16])[cH:8][cH:9][c:10]12. The reactants are C(C)(C)(C)OC(=O)N1CCC(CC1)N1N=CC=2C1=NC(=NC2Cl)OC (4-(4-chloro-6-methoxy-pyrazolo[3,4-d]pyrimidin-1-yl)piperidine-1-carboxylic acid tert-butyl ester), [Cl-].[NH4+] (ammonium chloride), [H-].[Na+] (Sodium hydride), CS(=O)(=O)C1=CC=C(C=C1)O (4-(methylsulfonyl)phenol). Solvent: CN(C=O)C (dimethylformamide), CN(C=O)C (dimethylformamide). Reaction conditions: time 20 minute. Yields the product C(C)(C)(C)OC(=O)N1CCC(CC1)N1N=CC=2C1=NC(=NC2OC2=CC=C(C=C2)S(=O)(=O)C)OC (4-[4-(4-methanesulfonyl-phenoxy)-6-methoxy-pyrazolo[3,4-d]pyrimidin-1-yl]-piperidine-1-carboxylic acid tert-butyl ester). Reaction SMILES: [H-].[Na+].[CH3:3][S:4]([C:7]1[CH:12]=[CH:11][C:10]([OH:13])=[CH:9][CH:8]=1)(=[O:6])=[O:5].[C:14]([O:18][C:19]([N:21]1[CH2:26][CH2:25][CH:24]([N:27]2[C:31]3=[N:32][C:33]([O:37][CH3:38])=[N:34][C:35](Cl)=[C:30]3[CH:29]=[N:28]2)[CH2:23][CH2:22]1)=[O:20])([CH3:17])([CH3:16])[CH3:15].[Cl-].[NH4+]>CN(C)C=O>[C:14]([O:18][C:19]([N:21]1[CH2:26][CH2:25][CH:24]([N:27]2[C:31]3=[N:32][C:33]([O:37][CH3:38])=[N:34][C:35]([O:13][C:10]4[CH:11]=[CH:12][C:7]([S:4]([CH3:3])(=[O:5])=[O:6])=[CH:8][CH:9]=4)=[C:30]3[CH:29]=[N:28]2)[CH2:23][CH2:22]1)=[O:20])([CH3:17])([CH3:16])[CH3:15] |f:0.1,4.5|. Procedure details: Sodium hydride (60% dispersion in mineral oil; 2 mmol) is added to a solution of 4-(methylsulfonyl)phenol (1.6 mmol) in dimethylformamide (9 mL) and the mixture is stirred at room temperature for 20 min. A solution of crude 4-(4-chloro-6-methoxy-pyrazolo[3,4-d]pyrimidin-1-yl)piperidine-1-carboxylic acid tert-butyl ester (1 mmol) in dimethylformamide (5 mL) is added. The reaction mixture is heated at 50° C. for 8 h. Saturated aqueous ammonium chloride solution is added and the mixture is extracte...